Dataset: the Open Reaction Database (ORD), a public repository of structured organic reaction records. Task: describe an organic reaction: reactants, conditions, products, and yield Starting materials: C(C)OC=1C(=CC=2C(=CCC(C2C1)(C)C)CC)/C(=C(\C=C\C(=C\C(=O)OCC)\C)/F)/CC (ethyl (2E,4E,6E)-7-(3-ethoxy-8-ethyl-5,5-dimethyl-5,6-dihydro-naphthalen-2-yl)-6-fluoro-3-methyl-nona-2,4,6-trienoate), [OH-].[Na+] (NaOH). Solvent: C(C)O (ethanol). Yields the product C(C)OC=1C(=CC=2C(=CCC(C2C1)(C)C)CC)/C(=C(\C=C\C(=C\C(=O)O)\C)/F)/CC ((2E,4E,6E)-7-(3-Ethoxy-8-ethyl-5,5-dimethyl-5,6-dihydro-naphthalen-2-yl)-6-fluoro-3-methyl-nona-2,4,6-trienoic acid). RXN SMILES: [CH2:1]([O:3][C:4]1[C:5](/[C:18](/[CH2:31][CH3:32])=[C:19](/[F:30])\[CH:20]=[CH:21]\[C:22](\[CH3:29])=[CH:23]\[C:24]([O:26]CC)=[O:25])=[CH:6][C:7]2[C:8]([CH2:16][CH3:17])=[CH:9][CH2:10][C:11]([CH3:15])([CH3:14])[C:12]=2[CH:13]=1)[CH3:2].[OH-].[Na+]>C(O)C>[CH2:1]([O:3][C:4]1[C:5](/[C:18](/[CH2:31][CH3:32])=[C:19](/[F:30])\[CH:20]=[CH:21]\[C:22](\[CH3:29])=[CH:23]\[C:24]([OH:26])=[O:25])=[CH:6][C:7]2[C:8]([CH2:16][CH3:17])=[CH:9][CH2:10][C:11]([CH3:15])([CH3:14])[C:12]=2[CH:13]=1)[CH3:2] |f:1.2|. Reported procedure: Following General Procedure J-1, ethyl (2E,4E,6E)-7-(3-ethoxy-8-ethyl-5,5-dimethyl-5,6-dihydro-naphthalen-2-yl)-6-fluoro-3-methyl-nona-2,4,6-trienoate (Compound A-69, 34 mg, 0.077 mmol) in ethanol (2 mL) was hydrolyzed with 1M NaOH to yield the title compound as a yellow solid after purification by flash column chromatography (silica gel, 3% to 50% ethyl acetate in hexane). Starting materials: COC(=O)C1(OC12CCC(CC2)(C2=CC=C(C=1OC3=C(C12)C=CC=C3)OC)C#N)Cl (2-chloro-6-cyano-6-(4-methoxy-dibenzofuran-1-yl)-1-oxa-spiro[2.5]octane-2-carboxylic acid methyl ester), Cl (HCl), C[O-].[Na+] (sodium methoxide). Solvent: C(C)O (ethanol), O (water). Yields the product ClC1(OC12CCC(CC2)(C2=CC=C(C=1OC3=C(C12)C=CC=C3)OC)C#N)C(=O)O (2-chloro-6-cyano-6-(4-methoxy-dibenzofuran-1-yl)-1-oxa-spiro[2.5]octane-2-carboxylic acid). Reaction SMILES: C[O:2][C:3]([C:5]1([Cl:30])[C:7]2([CH2:12][CH2:11][C:10]([C:28]#[N:29])([C:13]3[C:21]4[C:20]5[CH:22]=[CH:23][CH:24]=[CH:25][C:19]=5[O:18][C:17]=4[C:16]([O:26][CH3:27])=[CH:15][CH:14]=3)[CH2:9][CH2:8]2)[O:6]1)=[O:4].C[O-].[Na+].Cl>C(O)C.O>[Cl:30][C:5]1([C:3]([OH:4])=[O:2])[C:7]2([CH2:8][CH2:9][C:10]([C:28]#[N:29])([C:13]3[C:21]4[C:20]5[CH:22]=[CH:23][CH:24]=[CH:25][C:19]=5[O:18][C:17]=4[C:16]([O:26][CH3:27])=[CH:15][CH:14]=3)[CH2:11][CH2:12]2)[O:6]1 |f:1.2|. Reported procedure: At room temperature and under nitrogen, to a solution of 2-chloro-6-cyano-6-(4-methoxy-dibenzofuran-1-yl)-1-oxa-spiro[2.5]octane-2-carboxylic acid methyl ester (0.300 g, 0.0007 mol) (as obtained in step 1) in a mixture of ethanol (5 ml) and water (0.15 ml) was added sodium methoxide (0.190 g, 0.0035 mol). The reaction mass was refluxed for 1 hr, and once the product has formed, the reaction mass was brought to room temperature and the pH was adjusted to 2 with dil. HCl and extracted with Ethyl a... Starting materials: O=C1OC2(CN3CCC2CC3)CN1c1cc(Br)cs1, CCCC[Sn](CCCC)(CCCC)c1ccccn1. The product is O=C1OC2(CN3CCC2CC3)CN1c1cc(-c2ccccn2)cs1. Reaction SMILES: [Br:1][c:2]1[cH:3][c:4]([N:7]2[C:8](=[O:19])[O:9][C:10]3([CH2:11][N:12]4[CH2:13][CH2:14][CH:15]3[CH2:16][CH2:17]4)[CH2:18]2)[s:5][cH:6]1.[CH2:20]([Sn:21]([CH2:22][CH2:23][CH2:24][CH3:31])([c:25]1[n:26][cH:27][cH:28][cH:29][cH:30]1)[CH2:32][CH2:33][CH2:34][CH3:35])[CH2:36][CH2:37][CH3:38]>>[c:2]1(-[c:25]2[n:26][cH:27][cH:28][cH:29][cH:30]2)[cH:3][c:4]([N:7]2[C:8](=[O:19])[O:9][C:10]3([CH2:11][N:12]4[CH2:13][CH2:14][CH:15]3[CH2:16][CH2:17]4)[CH2:18]2)[s:5][cH:6]1. The reactants are C(C)C1(N(C(CC(C1C)=O)(C)CC)OC(C)C1=CC=CC=C1)C (2,6-diethyl-2,3,6-trimethyl-1-(1-phenyl-ethoxy)-4-oxopiperidine), 767 A1, C(C)C1(N(C(CC(C1C)=O)(C)CC)OC(C)C1=CC=CC=C1)C (2,6-diethyl-2,3,6-trimethyl-1-(1-pheyl-ethoxy)-piperidine-4-one), Cl.NNC(=O)N (semicarbazide hydrochloride). The solvent is O (water), CO (methanol), [OH-].[K+] (KOH), CO (methanol), [OH-].[K+] (KOH). Conditions: time 5 hour. The product is C(C)C1(N(C(CC(C1C)=NNC(=O)N)(C)CC)OC(C)C1=CC=CC=C1)C (2,6-Diethyl-2,3,6-trimethyl-1-(1-phenyl-ethoxy)-piperidine-4-one semicarbazone). Isolated yield 98.8%. Reaction SMILES: [CH2:1]([C:3]1([CH3:23])[CH:8]([CH3:9])[C:7](=O)[CH2:6][C:5]([CH2:12][CH3:13])([CH3:11])[N:4]1[O:14][CH:15]([C:17]1[CH:22]=[CH:21][CH:20]=[CH:19][CH:18]=1)[CH3:16])[CH3:2].Cl.[NH2:25][NH:26][C:27]([NH2:29])=[O:28]>CO.[OH-].[K+].O>[CH2:1]([C:3]1([CH3:23])[CH:8]([CH3:9])[C:7](=[N:25][NH:26][C:27]([NH2:29])=[O:28])[CH2:6][C:5]([CH2:12][CH3:13])([CH3:11])[N:4]1[O:14][CH:15]([C:17]1[CH:18]=[CH:19][CH:20]=[CH:21][CH:22]=1)[CH3:16])[CH3:2] |f:1.2,4.5|. Reported procedure: 2,6-diethyl-2,3,6-trimethyl-1-(1-phenyl-ethoxy)-4-oxopiperidine prepared according to DE 199 09 767 A1 is dissolved in methanol containing 10% by weight of KOH and stirred for 5 hours at room temperature. Methanol is evaporated, the residue is washed with water and dried in vacuo. To a solution of 6.4 g (0.02 mol) 2,6-diethyl-2,3,6-trimethyl-1-(1-pheyl-ethoxy)-piperidine-4-one in 20 ml methanol are added 3.3 g (0.03 mol) semicarbazide hydrochloride and 1.67 g (0.025 mol) KOH (85%). The mixture i...